Task: describe an organic reaction: reactants, conditions, products, and yield. Dataset: the Open Reaction Database (ORD), a public repository of structured organic reaction records The reactants are FC(C=1C=C(COCC2(CC(CCC2)=O)C2=CC=CC=C2)C=C(C1)C(F)(F)F)(F)F (3-((3,5-bis(trifluoromethyl)benzyloxy)methyl)-3-phenylcyclohexanone), CN (methylamine), O (H2O), CO (methanol), [BH4-].[Na+] (sodium borohydride). The reagents and catalysts are CC([O-])C.[Ti+4].CC([O-])C.CC([O-])C.CC([O-])C (titanium(IV) isopropoxide). Run at temperature 80 celsius, time 2 hour. Yields the product FC(C(=O)O)(F)F.FC(C=1C=C(COCC2(CC(CCC2)NC)C2=CC=CC=C2)C=C(C1)C(F)(F)F)(F)F (3-((3,5-bis(trifluoromethyl)benzyloxy)methyl)-N-methyl-3-phenylcyclohexanamine trifluoroacetic acid salt). Isolated yield 62.0%. RXN SMILES: [F:1][C:2]([F:30])([F:29])[C:3]1[CH:4]=[C:5]([CH:22]=[C:23]([C:25]([F:28])([F:27])[F:26])[CH:24]=1)[CH2:6][O:7][CH2:8][C:9]1([C:16]2[CH:21]=[CH:20][CH:19]=[CH:18][CH:17]=2)[CH2:14][CH2:13][CH2:12][C:11](=O)[CH2:10]1.[CH3:31][OH:32].[BH4-].[Na+].[OH2:35].[CH3:36][NH2:37]>CC(C)[O-].[Ti+4].CC(C)[O-].CC(C)[O-].CC(C)[O-]>[F:1][C:2]([F:30])([F:29])[C:31]([OH:35])=[O:32].[F:1][C:2]([F:30])([F:29])[C:3]1[CH:4]=[C:5]([CH:22]=[C:23]([C:25]([F:28])([F:27])[F:26])[CH:24]=1)[CH2:6][O:7][CH2:8][C:9]1([C:16]2[CH:21]=[CH:20][CH:19]=[CH:18][CH:17]=2)[CH2:14][CH2:13][CH2:12][CH:11]([NH:37][CH3:36])[CH2:10]1 |f:2.3,6.7.8.9.10,11.12|. Reported procedure: To a solution of 3-((3,5-bis(trifluoromethyl)benzyloxy)methyl)-3-phenylcyclohexanone (10 mg) in methylamine (2.0 M solution in THF, 0.11 mL) at room temperature was added titanium(IV) isopropoxide (0.02 mL) and the resulting solution was heated at 80° C. in a sealed vial for 1.5 h. The solution was cooled to room temperature, 0.1 mL methanol was added followed by sodium borohydride (4.4 mg), and the resulting suspension was stirred at room temperature for 2 h. H2O was added to quench the reactio...